describe an organic reaction: reactants, conditions, products, and yield From a dataset of the Open Reaction Database (ORD), a public repository of structured organic reaction records. Starting materials: CCOC(=O)c1nc(-c2cccc(C3=Nc4ccc(-n5cccc5)cc4NC(=O)C3)c2)cs1, NCCO. Product: O=C1CC(c2cccc(-c3csc(C(=O)NCCO)n3)c2)=Nc2ccc(-n3cccc3)cc2N1. Reaction SMILES: [CH2:1]([O:2][C:4](=[O:5])[c:6]1[s:7][cH:8][c:9](-[c:11]2[cH:12][c:13]([C:17]3=[N:23][c:22]4[c:21]([cH:27][c:26](-[n:28]5[cH:29][cH:30][cH:31][cH:32]5)[cH:25][cH:24]4)[NH:20][C:19](=[O:33])[CH2:18]3)[cH:14][cH:15][cH:16]2)[n:10]1)[CH3:3].[NH2:34][CH2:35][CH2:36][OH:37]>>[C:4](=[O:5])([c:6]1[s:7][cH:8][c:9](-[c:11]2[cH:12][c:13]([C:17]3=[N:23][c:22]4[c:21]([cH:27][c:26](-[n:28]5[cH:29][cH:30][cH:31][cH:32]5)[cH:25][cH:24]4)[NH:20][C:19](=[O:33])[CH2:18]3)[cH:14][cH:15][cH:16]2)[n:10]1)[NH:34][CH2:35][CH2:36][OH:37]. The product is COC(=O)c1cc(OCc2ccccc2)cc(OC(C)CO[Si](C)(C)C(C)(C)C)c1. Starting materials: C1CCOC1, CC(O)CO[Si](C)(C)C(C)(C)C, CC(C)OC(=O)N=NC(=O)OC(C)C, COC(=O)c1cc(O)cc(OCc2ccccc2)c1, c1ccc(P(c2ccccc2)c2ccccc2)cc1. As a reaction SMILES: [CH2:65]1[O:66][CH2:67][CH2:68][CH2:69]1.[CH3:1][C:2]([CH3:3])([CH3:4])[Si:5]([O:6][CH2:7][CH:8]([CH3:9])[OH:10])([CH3:11])[CH3:12].[O:51]=[C:52]([O:53][CH:54]([CH3:55])[CH3:56])[N:57]=[N:58][C:59]([O:60][CH:61]([CH3:62])[CH3:63])=[O:64].[OH:13][c:14]1[cH:15][c:16]([C:17](=[O:18])[O:19][CH3:20])[cH:21][c:22]([O:24][CH2:25][c:26]2[cH:27][cH:28][cH:29][cH:30][cH:31]2)[cH:23]1.[c:32]1([P:33]([c:34]2[cH:35][cH:36][cH:37][cH:38][cH:39]2)[c:40]2[cH:41][cH:42][cH:43][cH:44][cH:45]2)[cH:46][cH:47][cH:48][cH:49][cH:50]1>>[CH3:1][C:2]([CH3:3])([CH3:4])[Si:5]([O:6][CH2:7][CH:8]([CH3:9])[O:10][c:14]1[cH:15][c:16]([C:17](=[O:18])[O:19][CH3:20])[cH:21][c:22]([O:24][CH2:25][c:26]2[cH:27][cH:28][cH:29][cH:30][cH:31]2)[cH:23]1)([CH3:11])[CH3:12]. The reactants are OC1=CC=C(C=C1)N1C(SCC1=O)=S (3-(4-Hydroxyphenyl)-2-thioxothiazolidin-4-one), C(C)(=O)N[C@H]1[C@H](OC2=C(C=C(C=C2)C=O)OC)O[C@@H]([C@H]([C@@H]1O)O)CO (4-formyl-2-methoxyphenyl 2-acetamido-2-deoxy-β-D-glucopyranoside), C(C)(=O)[O-].[NH4+] (ammonium acetate). Solvent: C(C)O (ethanol). Product: C(C)(=O)N[C@H]1[C@@H](O[C@@H]([C@H]([C@@H]1O)O)CO)OC1=C(C=C(C=C1)C=C1C(N(C(S1)=S)C1=CC=C(C=C1)O)=O)OC (5-[4-(2-acetamido-2-deoxy-β-D-glucopyranosyloxy)-3-methoxyphenylmethylene]-3-(4-hydroxyphenyl)-2-thioxothiazolidin-4-one). Isolated yield 82.9%. RXN SMILES: [OH:1][C:2]1[CH:7]=[CH:6][C:5]([N:8]2[C:12](=[O:13])[CH2:11][S:10][C:9]2=[S:14])=[CH:4][CH:3]=1.[C:15]([NH:18][C@@H:19]1[C@@H:35]([OH:36])[C@H:34]([OH:37])[C@@H:33]([CH2:38][OH:39])[O:32][C@H:20]1[O:21][C:22]1[CH:27]=[CH:26][C:25]([CH:28]=O)=[CH:24][C:23]=1[O:30][CH3:31])(=[O:17])[CH3:16].C([O-])(=O)C.[NH4+]>C(O)C>[C:15]([NH:18][C@@H:19]1[C@@H:35]([OH:36])[C@H:34]([OH:37])[C@@H:33]([CH2:38][OH:39])[O:32][C@H:20]1[O:21][C:22]1[CH:27]=[CH:26][C:25]([CH:28]=[C:11]2[S:10][C:9](=[S:14])[N:8]([C:5]3[CH:4]=[CH:3][C:2]([OH:1])=[CH:7][CH:6]=3)[C:12]2=[O:13])=[CH:24][C:23]=1[O:30][CH3:31])(=[O:17])[CH3:16] |f:2.3|. Reported procedure: 3-(4-Hydroxyphenyl)-2-thioxothiazolidin-4-one (0.23 g, 1.0 mmol) was added to a stirred suspension of 4-formyl-2-methoxyphenyl 2-acetamido-2-deoxy-β-D-glucopyranoside (1b)(0.32 g, 0.9 mmol) in absolute ethanol (10 ml) containing ammonium acetate (0.08 g, 1.0 mmol) and the pale yellow heterogeneous reaction mixture boiled gently. After 5 h the mixture was cooled in ice and the yellow product was filtered off and washed well with methanol and acetone to give 5b (0.42 g, 74%), m.p. 234°-236° C., [α... Reactants: C([O-])([O-])=O.[K+].[K+] (potassium carbonate), O=C1C(CCC1)C(=O)OCC (ethyl 2-oxocyclopentane carboxylate), C(C1=CC=CC=C1)Br (benzyl bromide). The solvent is CC(=O)C (acetone), CC(=O)C (acetone). Yields the product C(C1=CC=CC=C1)C1(C(CCC1)=O)C(=O)OCC (Ethyl 1-benzyl-2-oxocyclopentane carboxylate). The yield is 66.9%. Reaction SMILES: C(=O)([O-])[O-].[K+].[K+].[O:7]=[C:8]1[CH2:12][CH2:11][CH2:10][CH:9]1[C:13]([O:15][CH2:16][CH3:17])=[O:14].[CH2:18](Br)[C:19]1[CH:24]=[CH:23][CH:22]=[CH:21][CH:20]=1>CC(C)=O>[CH2:18]([C:9]1([C:13]([O:15][CH2:16][CH3:17])=[O:14])[CH2:10][CH2:11][CH2:12][C:8]1=[O:7])[C:19]1[CH:24]=[CH:23][CH:22]=[CH:21][CH:20]=1 |f:0.1.2|. Reported procedure: 38.7 grams of anhydrous potassium carbonate and 90 ml of acetone were mixed, then with stirring, to the resulting mixture was dropwise added a solution of 10.4 ml of ethyl 2-oxocyclopentane carboxylate in 45 ml of acetone. After stirring at room temperature for 35 minutes, 16.7 ml of benzyl bromide was dropwise added thereto, and the reaction was allowed to continue under reflux for 3 hours. Then the reaction mixture was cooled to room temperature, filtered, concentrated, and distilled under red... Reactants: C1CCOC1, [Mg+]C1CCCCC1, [Cl-], CN1CCC(Cl)CC1, I, [Mg], N#Cc1ccccc1N. Product: CN1CCC(C(=O)c2ccccc2N)CC1. Reaction SMILES: [CH2:28]1[CH2:31][CH2:30][CH2:29][O:32]1.[CH:12]1([Mg+:13])[CH2:14][CH2:15][CH2:16][CH2:17][CH2:18]1.[Cl-:11].[Cl:2][CH:3]1[CH2:4][CH2:5][N:6]([CH3:9])[CH2:7][CH2:8]1.[I:10].[Mg:1].[NH2:19][c:20]1[c:21]([C:22]#[N:23])[cH:24][cH:25][cH:26][cH:27]1>>[CH:3]1([C:22]([c:21]2[c:20]([NH2:19])[cH:27][cH:26][cH:25][cH:24]2)=[O:32])[CH2:4][CH2:5][N:6]([CH3:9])[CH2:7][CH2:8]1. Starting materials: C(CCCCCCC)(=O)O (caprylic acid), C(CCCCCO)O (1,6-hexandiol), C(CCCCCCC)(=O)OCCCCCCO (HHC). Run at time 5 hour. Yields the product C(C=C)(=O)OCCCCCCOC(CCCCCCC)=O (capryloyloxyhexyl acrylate). RXN SMILES: [C:1]([OH:10])(=[O:9])[CH2:2][CH2:3][CH2:4][CH2:5][CH2:6][CH2:7][CH3:8].C(O)CCCCCO.[C:19]([O:28][CH2:29][CH2:30][CH2:31][CH2:32][CH2:33][CH2:34]O)(=[O:27])[CH2:20][CH2:21]CCCCC>>[C:19]([O:28][CH2:29][CH2:30][CH2:31][CH2:32][CH2:33][CH2:34][O:9][C:1](=[O:10])[CH2:2][CH2:3][CH2:4][CH2:5][CH2:6][CH2:7][CH3:8])(=[O:27])[CH:20]=[CH2:21]. Procedure details: A mixture of caprylic acid (110.5 g; 0.7662 mol) and 1,6-hexandiol (600 g; 5.077 mol) was heated to max. temperature 200° C. for 5 hours, while 25 g of organic volatile compounds and water was removed by distillation. The excess of 1,6-hexandiol was distilled off in vacuum and the residue was cooled and diluted with benzene (750 ml). The benzene solution was extracted with water (3×250 ml), the solvent was evaporated, and the product was distilled through a short empty column (100×25 mm). 6-Hydr...